Dataset: the Open Reaction Database (ORD), a public repository of structured organic reaction records. Task: describe an organic reaction: reactants, conditions, products, and yield Reactants: B, O=C1CCc2ncc3cc(Cl)c(Cl)cc3c2N1, C1CCOC1. Yields the product Clc1cc2cnc3c(c2cc1Cl)NCCC3. RXN SMILES: [BH3:18].[Cl:1][c:2]1[c:3]([Cl:17])[cH:4][c:5]2[c:6]([cH:7][n:8][c:9]3[c:14]2[NH:13][C:12](=[O:15])[CH2:11][CH2:10]3)[cH:16]1.[O:19]1[CH2:20][CH2:21][CH2:22][CH2:23]1>>[Cl:1][c:2]1[c:3]([Cl:17])[cH:4][c:5]2[c:6]([cH:7][n:8][c:9]3[c:14]2[NH:13][CH2:12][CH2:11][CH2:10]3)[cH:16]1. The reactants are CCN(C(C)C)C(C)C, NCc1csc2cncn12, CN(C)C=O, NS(=O)(=O)Cl. Yields the product NS(=O)(=O)NCc1csc2cncn12. RXN SMILES: [CH:11]([N:12]([CH2:13][CH3:14])[CH:15]([CH3:16])[CH3:17])([CH3:18])[CH3:19].[NH2:1][CH2:2][c:3]1[n:4]2[c:5]([s:6][cH:7]1)[cH:8][n:9][cH:10]2.[O:25]=[CH:26][N:27]([CH3:28])[CH3:29].[S:20]([NH2:21])(=[O:22])(=[O:23])[Cl:24]>>[NH:1]([CH2:2][c:3]1[n:4]2[c:5]([s:6][cH:7]1)[cH:8][n:9][cH:10]2)[S:20]([NH2:21])(=[O:22])=[O:23]. The reactants are ClC=1C=CC=2N(N1)C(=CN2)C2=CC1=NC=CC=C1S2 (6-chloro-3-(thieno[3,2-b]pyridin-2-yl)imidazo[1,2-b]pyridazine), CC1(C2=C(C(=CC=C2)P(C3=CC=CC=C3)C4=CC=CC=C4)OC5=C(C=CC=C51)P(C6=CC=CC=C6)C7=CC=CC=C7)C (xantphos), C([O-])([O-])=O.[K+].[K+] (potassium carbonate), COC=1C=C(N)C=CC1OC (3,4-dimethoxyaniline). The reagents and catalysts are C(C)(=O)[O-].[Pd+2].C(C)(=O)[O-] (palladium acetate). Run in O1CCOCC1 (dioxane). Run at temperature 110 celsius. The product is COC=1C=C(C=CC1OC)NC=1C=CC=2N(N1)C(=CN2)C2=CC1=NC=CC=C1S2 (N-(3,4-dimethoxyphenyl)-3-(thieno[3,2-b]pyridin-2-yl)imidazo[1,2-b]pyridazin-6-amine). Reaction SMILES: Cl[C:2]1[CH:3]=[CH:4][C:5]2[N:6]([C:8]([C:11]3[S:19][C:18]4[C:13](=[N:14][CH:15]=[CH:16][CH:17]=4)[CH:12]=3)=[CH:9][N:10]=2)[N:7]=1.CC1(C)C2C(=C(P(C3C=CC=CC=3)C3C=CC=CC=3)C=CC=2)OC2C(P(C3C=CC=CC=3)C3C=CC=CC=3)=CC=CC1=2.C(=O)([O-])[O-].[K+].[K+].[CH3:68][O:69][C:70]1[CH:71]=[C:72]([CH:74]=[CH:75][C:76]=1[O:77][CH3:78])[NH2:73]>O1CCOCC1.C([O-])(=O)C.[Pd+2].C([O-])(=O)C>[CH3:68][O:69][C:70]1[CH:71]=[C:72]([NH:73][C:2]2[CH:3]=[CH:4][C:5]3[N:6]([C:8]([C:11]4[S:19][C:18]5[C:13](=[N:14][CH:15]=[CH:16][CH:17]=5)[CH:12]=4)=[CH:9][N:10]=3)[N:7]=2)[CH:74]=[CH:75][C:76]=1[O:77][CH3:78] |f:2.3.4,7.8.9|. Reported procedure: To a solution of 6-chloro-3-(thieno[3,2-b]pyridin-2-yl)imidazo[1,2-b]pyridazine (50 mg, 0.174 mmol, 1.0 equiv), xantphos (20 mg, 0.0348 mmol, 0.2 equiv), palladium acetate (4 mg, 0.0174 mmol, 0.1 equiv), and potassium carbonate (482 mg, 3.49 mmol, 20 equiv) in dioxane (5.0 mL) was added 3,4-dimethoxyaniline (32 mg, 0.209 mmol, 1.2 equiv) and heated to 110° C. for 2 h. Purification by column chromatography using 2% methanol in dichloromethane elution gave 35 mg, of the yellow solid, 50%. Starting materials: ClC=1C=CC=2N(N1)N=C(N2)C(=O)O (6-chloro[1,2,4]triazolo[1,5-b]pyridazine-2-carboxylic acid), Cl.C(C)OC(CN)=O (glycine ethyl ester hydrochloride), O (Water), C(C)N(C(C)C)C(C)C (N-ethyldiisopropylamine), N,N′-carbonyldiimidazole. The solvent is CN(C=O)C (N,N-dimethylformamide). Conditions: time 1 hour. The product is C(C)OC(CNC(=O)C1=NN2N=C(C=CC2=N1)Cl)=O (N-(6-chloro[1,2,4]triazolo[1,5-b]pyridazine-2-carbonyl)glycine ethyl ester). Yield: 71.7%. As a reaction SMILES: [Cl:1][C:2]1[CH:3]=[CH:4][C:5]2[N:6]([N:8]=[C:9]([C:11]([OH:13])=O)[N:10]=2)[N:7]=1.C(N(C(C)C)C(C)C)C.Cl.[CH2:24]([O:26][C:27](=[O:30])[CH2:28][NH2:29])[CH3:25].O>CN(C)C=O>[CH2:24]([O:26][C:27](=[O:30])[CH2:28][NH:29][C:11]([C:9]1[N:10]=[C:5]2[N:6]([N:7]=[C:2]([Cl:1])[CH:3]=[CH:4]2)[N:8]=1)=[O:13])[CH3:25] |f:2.3|. Procedure details: 2.86 g of 6-chloro[1,2,4]triazolo[1,5-b]pyridazine-2-carboxylic acid and 2.72 ml of N-ethyldiisopropylamine were suspended in 30 ml of N,N-dimethylformamide; 2.63 g of N,N′-carbonyldiimidazole was added, followed by stirring at room temperature for 1 hour. To the reaction mixture, 2.21 g of glycine ethyl ester hydrochloride was added, followed by stirring at room temperature for 5 hours. Water was added; the crystal precipitated was collected by filtration, washed with water and ether and dried ... Starting materials: CC(SC(CO)CO)C(O)(Cn1cncn1)c1ccc(F)cc1F, N#Cc1ccc(C=CC=CC=O)c(F)c1, C1CCOC1, O, Cc1ccc(S(=O)(=O)O)cc1. Yields the product CC(SC1COC(C=CC=Cc2ccc(C#N)cc2F)OC1)C(O)(Cn1cncn1)c1ccc(F)cc1F. RXN SMILES: [F:16][c:17]1[c:18]([C:24]([CH2:25][n:26]2[n:27][cH:28][n:29][cH:30]2)([CH:31]([CH3:32])[S:33][CH:34]([CH2:35][OH:36])[CH2:37][OH:38])[OH:39])[cH:19][cH:20][c:21]([F:23])[cH:22]1.[F:1][c:2]1[cH:3][c:4]([C:5]#[N:6])[cH:7][cH:8][c:9]1[CH:10]=[CH:11][CH:12]=[CH:13][CH:14]=[O:15].[O:52]1[CH2:53][CH2:54][CH2:55][CH2:56]1.[OH2:40].[c:41]1([CH3:42])[cH:43][cH:44][c:45]([S:46]([OH:47])(=[O:48])=[O:49])[cH:50][cH:51]1>>[F:1][c:2]1[cH:3][c:4]([C:5]#[N:6])[cH:7][cH:8][c:9]1[CH:10]=[CH:11][CH:12]=[CH:13][CH:14]1[O:15][CH2:37][CH:34]([S:33][CH:31]([C:24]([c:18]2[c:17]([F:16])[cH:22][c:21]([F:23])[cH:20][cH:19]2)([CH2:25][n:26]2[n:27][cH:28][n:29][cH:30]2)[OH:39])[CH3:32])[CH2:35][O:36]1. Starting materials: CC(=O)OC(C)=O, Cc1cccc(C)n1, O=Cc1cccnc1. Yields the product Cc1cccc(C=Cc2cccnc2)n1. Reaction SMILES: [CH3:17][C:18]([O:19][C:20](=[O:21])[CH3:22])=[O:23].[CH3:1][c:2]1[n:3][c:4]([CH3:8])[cH:5][cH:6][cH:7]1.[n:9]1[cH:10][c:11]([CH:15]=[O:16])[cH:12][cH:13][cH:14]1>>[CH3:1][c:2]1[n:3][c:4]([CH:8]=[CH:15][c:11]2[cH:10][n:9][cH:14][cH:13][cH:12]2)[cH:5][cH:6][cH:7]1. Reactants: Fc1ccc(C2(c3ccccc3Cl)CO2)cc1, [H-], [Na+], CN(C)C=O, O, c1nc[nH]n1. The product is OC(Cn1cncn1)(c1ccc(F)cc1)c1ccccc1Cl. Reaction SMILES: [Cl:8][c:9]1[c:10]([C:15]2([c:18]3[cH:19][cH:20][c:21]([F:24])[cH:22][cH:23]3)[CH2:16][O:17]2)[cH:11][cH:12][cH:13][cH:14]1.[H-:6].[Na+:7].[O:26]=[CH:27][N:28]([CH3:29])[CH3:30].[OH2:25].[nH:1]1[n:2][cH:3][n:4][cH:5]1>>[n:1]1([CH2:16][C:15]([c:10]2[c:9]([Cl:8])[cH:14][cH:13][cH:12][cH:11]2)([OH:17])[c:18]2[cH:19][cH:20][c:21]([F:24])[cH:22][cH:23]2)[n:2][cH:3][n:4][cH:5]1.